From a dataset of the Open Reaction Database (ORD), a public repository of structured organic reaction records. describe an organic reaction: reactants, conditions, products, and yield Reactants: CC1=CC=C(CC2CCN(CC2)C(C#C)C)C=C1 (4-(4-Methylbenzyl)-1-(1-butyn-3-yl)piperidine), Cl.CC1=CC=C(CN2CCCCC2)C=C1 (4-methylbenzylpiperidine hydrochloride), C#CC(C)CS(=O)(=O)[O-] (1-butyn-3-ylmethanesulfonate), C([O-])([O-])=O.[K+].[K+] (potassium carbonate). Solvent: C(C)#N (acetonitrile). The product is CC1=CC=C(CC2CCN(CC2)CCC#CC2=CC=C(C=C2)O)C=C1 (4-{4-[4-(4-Methyl-benzyl)-piperidin-1-yl]-but-1-ynyl}-phenol). Yield: 80.0%. Reaction SMILES: [CH3:1][C:2]1[CH:18]=[CH:17][C:5]([CH2:6][CH:7]2[CH2:12][CH2:11][N:10]([CH:13](C)[C:14]#[CH:15])[CH2:9][CH2:8]2)=[CH:4][CH:3]=1.Cl.[CH3:20][C:21]1[CH:33]=[CH:32][C:24](CN2CCCCC2)=[CH:23][CH:22]=1.C#CC(CS([O-])(=O)=[O:40])C.C(=O)([O-])[O-].[K+].[K+]>C(#N)C>[CH3:1][C:2]1[CH:3]=[CH:4][C:5]([CH2:6][CH:7]2[CH2:8][CH2:9][N:10]([CH2:13][CH2:14][C:15]#[C:20][C:21]3[CH:33]=[CH:32][C:24]([OH:40])=[CH:23][CH:22]=3)[CH2:11][CH2:12]2)=[CH:17][CH:18]=1 |f:1.2,4.5.6|. Reported procedure: 4-(4-Methylbenzyl)-1-(1-butyn-3-yl)piperidine. A mixture of 4-methylbenzylpiperidine hydrochloride (1.129 g, 5.0 mmol), 1-butyn-3-ylmethanesulfonate (0.888 g, 5.0 mmol), and potassium carbonate (2.48 g, 12.5 mmol) in 30 mL of acetonitrile is heated to reflux for 12 hr. The inorganic salt is removed through a short column of silica gel and washed with ethyl acetate (3×30 mL). Evaporation of solvents gives a residue, which is purified by flash chromatography (50% EtOAc in hexane), giving 0.96 g (8... Reactants: [BH4-], CC(C)(C)OC(=O)NCCCCN, CO, [Na+], O=Cc1ncccc1-c1ccccc1. Product: CC(C)(C)OC(=O)NCCCCNCc1ncccc1-c1ccccc1. RXN SMILES: [BH4-:28].[C:15]([CH3:16])([CH3:17])([CH3:18])[O:19][C:20]([NH:21][CH2:22][CH2:23][CH2:24][CH2:25][NH2:26])=[O:27].[CH3:30][OH:31].[Na+:29].[c:1]1(-[c:7]2[c:8]([CH:13]=[O:14])[n:9][cH:10][cH:11][cH:12]2)[cH:2][cH:3][cH:4][cH:5][cH:6]1>>[c:1]1(-[c:7]2[c:8]([CH2:13][NH:26][CH2:25][CH2:24][CH2:23][CH2:22][NH:21][C:20]([O:19][C:15]([CH3:16])([CH3:17])[CH3:18])=[O:27])[n:9][cH:10][cH:11][cH:12]2)[cH:2][cH:3][cH:4][cH:5][cH:6]1. Starting materials: CS(C)=O, O=C(c1ccccc1)C(F)CC(F)N1CCC(O)(c2ccc(Cl)cc2)CC1, Cl, NCc1ccccc1, O. Yields the product O=C(c1ccccc1)C(F)CC(NCc1ccccc1)N1CCC(O)(c2ccc(Cl)cc2)CC1. RXN SMILES: [CH3:37][S:38]([CH3:39])=[O:40].[Cl:2][c:3]1[cH:4][cH:5][c:6]([C:9]2([OH:28])[CH2:10][CH2:11][N:12]([CH:15]([CH2:16][CH:17]([C:18](=[O:19])[c:20]3[cH:21][cH:22][cH:23][cH:24][cH:25]3)[F:26])[F:27])[CH2:13][CH2:14]2)[cH:7][cH:8]1.[ClH:1].[NH2:29][CH2:30][c:31]1[cH:32][cH:33][cH:34][cH:35][cH:36]1.[OH2:41]>>[Cl:2][c:3]1[cH:4][cH:5][c:6]([C:9]2([OH:28])[CH2:10][CH2:11][N:12]([CH:15]([CH2:16][CH:17]([C:18](=[O:19])[c:20]3[cH:21][cH:22][cH:23][cH:24][cH:25]3)[F:26])[NH:29][CH2:30][c:31]3[cH:32][cH:33][cH:34][cH:35][cH:36]3)[CH2:13][CH2:14]2)[cH:7][cH:8]1. Reactants: C[C@H]1N(C(OC1)=O)C1=CC=C(C(=O)O)C=C1 ((R)-4-(4-methyl-2-oxooxazolidin-3-yl)benzoic acid), Cl.C1(CC1)C=1C(=NC=C(C1)C(F)(F)F)N1CCNCC1 (1-(3-cyclopropyl-5-trifluoromethylpyridin-2-yl)piperazine hydrochloride). Yields the product Cl.C1(CC1)C=1C(=NC=C(C1)C(F)(F)F)N1CCN(CC1)C(=O)C1=CC=C(C=C1)N1C(OC[C@H]1C)=O ((R)-3-{4-[4-(3-cyclopropyl-5-trifluoromethylpyridin-2-yl)piperazine-1-carbonyl]phenyl}-4-methyloxazolidin-2-one hydrochloride). The yield is 111.9%. Reaction SMILES: [CH3:1][C@@H:2]1[CH2:6][O:5][C:4](=[O:7])[N:3]1[C:8]1[CH:16]=[CH:15][C:11]([C:12]([OH:14])=O)=[CH:10][CH:9]=1.[ClH:17].[CH:18]1([C:21]2[C:22]([N:31]3[CH2:36][CH2:35][NH:34][CH2:33][CH2:32]3)=[N:23][CH:24]=[C:25]([C:27]([F:30])([F:29])[F:28])[CH:26]=2)[CH2:20][CH2:19]1>>[ClH:17].[CH:18]1([C:21]2[C:22]([N:31]3[CH2:36][CH2:35][N:34]([C:12]([C:11]4[CH:10]=[CH:9][C:8]([N:3]5[C@H:2]([CH3:1])[CH2:6][O:5][C:4]5=[O:7])=[CH:16][CH:15]=4)=[O:14])[CH2:33][CH2:32]3)=[N:23][CH:24]=[C:25]([C:27]([F:30])([F:28])[F:29])[CH:26]=2)[CH2:19][CH2:20]1 |f:1.2,3.4|. Procedure details: By reaction and treatment in the same manner as in Example 87 and using (R)-4-(4-methyl-2-oxooxazolidin-3-yl)benzoic acid (221 mg) described in Preparation Example 37 and 1-(3-cyclopropyl-5-trifluoromethylpyridin-2-yl)piperazine hydrochloride (615 mg) described in Preparation Example 76, the title compound (571 mg) was obtained. Starting materials: CCCN, CN(C)C=O, O=C1c2ccccc2-n2cnc(-c3noc(CCl)n3)c2C2CCN12. Yields the product CCCNCc1nc(-c2ncn3c2C2CCN2C(=O)c2ccccc2-3)no1. Reaction SMILES: [CH3:25][CH2:26][CH2:27][NH2:28].[CH3:29][N:30]([CH3:31])[CH:32]=[O:33].[Cl:1][CH2:2][c:3]1[n:4][c:5](-[c:8]2[n:9][cH:10][n:11]3[c:12]2[CH:13]2[N:14]([C:15](=[O:22])[c:16]4[c:17]-3[cH:18][cH:19][cH:20][cH:21]4)[CH2:23][CH2:24]2)[n:6][o:7]1>>[CH2:2]([c:3]1[n:4][c:5](-[c:8]2[n:9][cH:10][n:11]3[c:12]2[CH:13]2[N:14]([C:15](=[O:22])[c:16]4[c:17]-3[cH:18][cH:19][cH:20][cH:21]4)[CH2:23][CH2:24]2)[n:6][o:7]1)[NH:28][CH2:27][CH2:26][CH3:25]. Reactants: C#CCCOC, CCOCC, [Cl-], CC(=O)Oc1cnccc1I, C1CCOC1. Product: COCCC#Cc1ccncc1OC(C)=O. As a reaction SMILES: [CH3:13][O:14][CH2:15][CH2:16][C:17]#[CH:18].[CH3:19][CH2:20][O:21][CH2:22][CH3:23].[Cl-:1].[I:2][c:3]1[c:4]([O:9][C:10]([CH3:11])=[O:12])[cH:5][n:6][cH:7][cH:8]1.[O:24]1[CH2:25][CH2:26][CH2:27][CH2:28]1>>[c:3]1([C:18]#[C:17][CH2:16][CH2:15][O:14][CH3:13])[c:4]([O:9][C:10]([CH3:11])=[O:12])[cH:5][n:6][cH:7][cH:8]1.